Task: describe an organic reaction: reactants, conditions, products, and yield. Dataset: the Open Reaction Database (ORD), a public repository of structured organic reaction records Starting materials: C(CCCCCCCCC)N1CCCC2=CC=CC(=C12)O (1-decyl-1,2,3,4-tetrahydro-8-quinolinol), Cl (hydrogen chloride). The solvent is CCOCC (ether). Yields the product Cl.C(CCCCCCCCC)N1CCCC2=CC=CC(=C12)O (1-Decyl-1,2,3,4-tetrahydro-8-quinolinol, hydrochloride). RXN SMILES: [CH2:1]([N:11]1[C:20]2[C:15](=[CH:16][CH:17]=[CH:18][C:19]=2[OH:21])[CH2:14][CH2:13][CH2:12]1)[CH2:2][CH2:3][CH2:4][CH2:5][CH2:6][CH2:7][CH2:8][CH2:9][CH3:10].[ClH:22]>CCOCC>[ClH:22].[CH2:1]([N:11]1[C:20]2[C:15](=[CH:16][CH:17]=[CH:18][C:19]=2[OH:21])[CH2:14][CH2:13][CH2:12]1)[CH2:2][CH2:3][CH2:4][CH2:5][CH2:6][CH2:7][CH2:8][CH2:9][CH3:10] |f:3.4|. Procedure details: A solution of 575.9 mg (1.99 mmol) of 1-decyl-1,2,3,4-tetrahydro-8-quinolinol in 1 ml of ether was treated with 5 ml of hydrogen chloride-saturated ether to afford a soluble hydrochloride. Evaporation provided an oil which solidified upon standing to give 564.2 mg of a waxy, ivory-colored solid:melting point 82°-83° C. The reactants are COC1=CC=C(CN(C2=NC=C(C=N2)C=2C3=C(N=C(N2)N2CCOCC2)NCC3)CC3=CC=C(C=C3)OC)C=C1 (bis-(4-methoxy-benzyl)-[5-(2-morpholin-4-yl-6,7-dihydro-5H-pyrrolo[2,3-d]pyrimidin-4-yl)-pyrimidin-2-yl]-amine), BrC=1C(=C(C=CC1)C(=O)N1CCOCC1)C ((3-bromo-2-methyl-phenyl)-morpholin-4-yl-methanone). Yields the product COC1=CC=C(CN(C2=NC=C(C=N2)C=2C3=C(N=C(N2)N2CCOCC2)N(CC3)C=3C(=C(C=CC3)C(=O)N3CCOCC3)C)CC3=CC=C(C=C3)OC)C=C1 ([3-(4-{2-[bis-(4-methoxy-benzyl)-amino]-pyrimidin-5-yl}-2-morpholin-4-yl-5,6-dihydro-pyrrolo[2,3-d]pyrimidin-7-yl)-2-methyl-phenyl]-morpholin-4-yl-methanone). Reaction SMILES: [CH3:1][O:2][C:3]1[CH:40]=[CH:39][C:6]([CH2:7][N:8]([CH2:30][C:31]2[CH:36]=[CH:35][C:34]([O:37][CH3:38])=[CH:33][CH:32]=2)[C:9]2[N:14]=[CH:13][C:12]([C:15]3[C:16]4[CH2:29][CH2:28][NH:27][C:17]=4[N:18]=[C:19]([N:21]4[CH2:26][CH2:25][O:24][CH2:23][CH2:22]4)[N:20]=3)=[CH:11][N:10]=2)=[CH:5][CH:4]=1.Br[C:42]1[C:43]([CH3:56])=[C:44]([C:48]([N:50]2[CH2:55][CH2:54][O:53][CH2:52][CH2:51]2)=[O:49])[CH:45]=[CH:46][CH:47]=1>>[CH3:38][O:37][C:34]1[CH:33]=[CH:32][C:31]([CH2:30][N:8]([CH2:7][C:6]2[CH:5]=[CH:4][C:3]([O:2][CH3:1])=[CH:40][CH:39]=2)[C:9]2[N:10]=[CH:11][C:12]([C:15]3[C:16]4[CH2:29][CH2:28][N:27]([C:42]5[C:43]([CH3:56])=[C:44]([C:48]([N:50]6[CH2:51][CH2:52][O:53][CH2:54][CH2:55]6)=[O:49])[CH:45]=[CH:46][CH:47]=5)[C:17]=4[N:18]=[C:19]([N:21]4[CH2:26][CH2:25][O:24][CH2:23][CH2:22]4)[N:20]=3)=[CH:13][N:14]=2)=[CH:36][CH:35]=1. Reported procedure: Using bis-(4-methoxy-benzyl)-[5-(2-morpholin-4-yl-6,7-dihydro-5H-pyrrolo[2,3-d]pyrimidin-4-yl)-pyrimidin-2-yl]-amine (100 mg) and (3-bromo-2-methyl-phenyl)-morpholin-4-yl-methanone (164 mg) instead of 4-chloropicolinic acid t-butylamide, in the same manner as Example 1-D-07, a crude product of [3-(4-{2-[bis-(4-methoxy-benzyl)-amino]-pyrimidin-5-yl}-2-morpholin-4-yl-5,6-dihydro-pyrrolo[2,3-d]pyrimidin-7-yl)-2-methyl-phenyl]-morpholin-4-yl-methanone was obtained, and then the PMB groups were remov... Reaction SMILES: [CH3:39][C:40](=[O:41])[O:42][C:43](=[O:44])[CH3:45].[CH:46]([N:47]([CH2:48][CH3:49])[CH:50]([CH3:51])[CH3:52])([CH3:53])[CH3:54].[Cl:55][CH2:56][Cl:57].[NH2:1][c:2]1[cH:3][c:4]([CH2:5][O:6][CH2:7][CH2:8][O:9][c:10]2[cH:11][cH:12][c:13]([CH2:16][CH2:17][N:18]3[C:19](=[O:35])[O:20][CH:21]([c:23]4[cH:24][c:25]5[c:26]([cH:33][cH:34]4)[O:27][C:28]([CH3:31])([CH3:32])[O:29][CH2:30]5)[CH2:22]3)[cH:14][cH:15]2)[cH:36][cH:37][cH:38]1>>[NH:1]([c:2]1[cH:3][c:4]([CH2:5][O:6][CH2:7][CH2:8][O:9][c:10]2[cH:11][cH:12][c:13]([CH2:16][CH2:17][N:18]3[C:19](=[O:35])[O:20][CH:21]([c:23]4[cH:24][c:25]5[c:26]([cH:33][cH:34]4)[O:27][C:28]([CH3:31])([CH3:32])[O:29][CH2:30]5)[CH2:22]3)[cH:14][cH:15]2)[cH:36][cH:37][cH:38]1)[C:40]([CH3:39])=[O:41]. Yields the product CC(=O)Nc1cccc(COCCOc2ccc(CCN3CC(c4ccc5c(c4)COC(C)(C)O5)OC3=O)cc2)c1. Starting materials: CC(=O)OC(C)=O, CCN(C(C)C)C(C)C, ClCCl, CC1(C)OCc2cc(C3CN(CCc4ccc(OCCOCc5cccc(N)c5)cc4)C(=O)O3)ccc2O1. Reactants: [C-]#N, [C-]#N, CN(C)C=O, CCOC(=O)c1c(C)nc2c(-c3c(C)cc(C)cc3C)c(C)nn2c1Cl, O, [Zn+2], c1ccc(P(c2ccccc2)(c2ccccc2)[Pd](P(c2ccccc2)(c2ccccc2)c2ccccc2)(P(c2ccccc2)(c2ccccc2)c2ccccc2)P(c2ccccc2)(c2ccccc2)c2ccccc2)cc1. Product: CCOC(=O)c1c(C)nc2c(-c3c(C)cc(C)cc3C)c(C)nn2c1C#N. Reaction SMILES: [C-:110]#[N:111].[C-:113]#[N:114].[CH3:28][N:29]([CH3:30])[CH:31]=[O:32].[Cl:1][c:2]1[c:3]([C:22](=[O:23])[O:24][CH2:25][CH3:26])[c:4]([CH3:21])[n:5][c:6]2[n:7]1[n:8][c:9]([CH3:20])[c:10]2-[c:11]1[c:12]([CH3:19])[cH:13][c:14]([CH3:18])[cH:15][c:16]1[CH3:17].[OH2:27].[Zn+2:112].[cH:33]1[cH:34][cH:35][c:36]([P:37]([Pd:38]([P:39]([c:40]2[cH:41][cH:42][cH:43][cH:44][cH:45]2)([c:46]2[cH:47][cH:48][cH:49][cH:50][cH:51]2)[c:52]2[cH:53][cH:54][cH:55][cH:56][cH:57]2)([P:58]([c:59]2[cH:60][cH:61][cH:62][cH:63][cH:64]2)([c:65]2[cH:66][cH:67][cH:68][cH:69][cH:70]2)[c:71]2[cH:72][cH:73][cH:74][cH:75][cH:76]2)[P:77]([c:78]2[cH:79][cH:80][cH:81][cH:82][cH:83]2)([c:84]2[cH:85][cH:86][cH:87][cH:88][cH:89]2)[c:90]2[cH:91][cH:92][cH:93][cH:94][cH:95]2)([c:96]2[cH:97][cH:98][cH:99][cH:100][cH:101]2)[c:102]2[cH:103][cH:104][cH:105][cH:106][cH:107]2)[cH:108][cH:109]1>>[c:2]1([C:28]#[N:29])[c:3]([C:22](=[O:23])[O:24][CH2:25][CH3:26])[c:4]([CH3:21])[n:5][c:6]2[n:7]1[n:8][c:9]([CH3:20])[c:10]2-[c:11]1[c:12]([CH3:19])[cH:13][c:14]([CH3:18])[cH:15][c:16]1[CH3:17]. Reactants: O=C([O-])[O-], CCOC(=O)Cn1ccc2ccc(O)cc21, CC(C)=O, FC(F)(F)c1ccc(-c2ncc(CCl)c(C3CC3)n2)cc1, [Cs+], [Cs+], [I-], [K+]. Product: CCOC(=O)Cn1ccc2ccc(OCc3cnc(-c4ccc(C(F)(F)F)cc4)nc3C3CC3)cc21. As a reaction SMILES: [C:38](=[O:39])([O-:40])[O-:41].[CH2:1]([CH3:2])[O:3][C:4]([CH2:5][n:6]1[cH:7][cH:8][c:9]2[cH:10][cH:11][c:12]([OH:15])[cH:13][c:14]12)=[O:16].[CH3:46][C:47](=[O:48])[CH3:49].[Cl:17][CH2:18][c:19]1[c:20]([CH:35]2[CH2:36][CH2:37]2)[n:21][c:22](-[c:25]2[cH:26][cH:27][c:28]([C:31]([F:32])([F:33])[F:34])[cH:29][cH:30]2)[n:23][cH:24]1.[Cs+:42].[Cs+:43].[I-:45].[K+:44]>>[CH2:1]([CH3:2])[O:3][C:4]([CH2:5][n:6]1[cH:7][cH:8][c:9]2[cH:10][cH:11][c:12]([O:15][CH2:18][c:19]3[c:20]([CH:35]4[CH2:36][CH2:37]4)[n:21][c:22](-[c:25]4[cH:26][cH:27][c:28]([C:31]([F:32])([F:33])[F:34])[cH:29][cH:30]4)[n:23][cH:24]3)[cH:13][c:14]12)=[O:16]. The reactants are O=C([O-])O, CC(=O)Cl, CCOC(C)=O, OC(c1ccc(F)cc1)C(Cc1ccc(C(F)(F)F)cc1)NCc1cccc2ccccc12, [Na+], O. Yields the product CC(=O)N(Cc1cccc2ccccc12)C(Cc1ccc(C(F)(F)F)cc1)C(O)c1ccc(F)cc1. RXN SMILES: [C:38](=[O:39])([O-:40])[OH:41].[CH3:34][C:35]([Cl:36])=[O:37].[CH3:43][CH2:44][O:45][C:46](=[O:47])[CH3:48].[F:1][c:2]1[cH:3][cH:4][c:5]([CH:8]([CH:9]([CH2:10][c:11]2[cH:12][cH:13][c:14]([C:17]([F:18])([F:19])[F:20])[cH:15][cH:16]2)[NH:21][CH2:22][c:23]2[cH:24][cH:25][cH:26][c:27]3[cH:28][cH:29][cH:30][cH:31][c:32]23)[OH:33])[cH:6][cH:7]1.[Na+:42].[OH2:49]>>[F:1][c:2]1[cH:3][cH:4][c:5]([CH:8]([CH:9]([CH2:10][c:11]2[cH:12][cH:13][c:14]([C:17]([F:18])([F:19])[F:20])[cH:15][cH:16]2)[N:21]([CH2:22][c:23]2[cH:24][cH:25][cH:26][c:27]3[cH:28][cH:29][cH:30][cH:31][c:32]23)[C:35]([CH3:34])=[O:37])[OH:33])[cH:6][cH:7]1. Starting materials: C1(=CC=C(C=C1)S(=O)(=O)Cl)C (p-Toluenesulfonyl chloride), C(C)OCC=1N(C2=C(C=[N+](C=3C=CC(=CC23)OCCCN2C(CCC2)=O)[O-])N1)CCC (1-(3-{[2-(ethoxymethyl)-5-oxido-1-propyl-1H-imidazo[4,5-c]quinolin-8-yl]oxy}propyl)pyrrolidin-2-one), [OH-].[NH4+] (ammonium hydroxide). The solvent is ClCCl (dichloromethane). Run at time 16 hour. The product is NC1=NC=2C=CC(=CC2C2=C1N=C(N2CCC)COCC)OCCCN2C(CCC2)=O (1-(3-{[4-amino-2-(ethoxymethyl)-1-propyl-1H-imidazo[4,5-c]quinolin-8-yl]oxy}propyl)pyrrolidin-2-one). As a reaction SMILES: C1(C)C=CC(S(Cl)(=O)=O)=CC=1.[CH2:12]([O:14][CH2:15][C:16]1[N:17]([CH2:40][CH2:41][CH3:42])[C:18]2[C:27]3[CH:26]=[C:25]([O:28][CH2:29][CH2:30][CH2:31][N:32]4[CH2:36][CH2:35][CH2:34][C:33]4=[O:37])[CH:24]=[CH:23][C:22]=3[N+:21]([O-])=[CH:20][C:19]=2[N:39]=1)[CH3:13].[OH-].[NH4+:44]>ClCCl>[NH2:44][C:20]1[C:19]2[N:39]=[C:16]([CH2:15][O:14][CH2:12][CH3:13])[N:17]([CH2:40][CH2:41][CH3:42])[C:18]=2[C:27]2[CH:26]=[C:25]([O:28][CH2:29][CH2:30][CH2:31][N:32]3[CH2:36][CH2:35][CH2:34][C:33]3=[O:37])[CH:24]=[CH:23][C:22]=2[N:21]=1 |f:2.3|. Reported procedure: p-Toluenesulfonyl chloride (0.700 g, 3.66 mmol) was added to a stirred mixture of 1-(3-{[2-(ethoxymethyl)-5-oxido-1-propyl-1H-imidazo[4,5-c]quinolin-8-yl]oxy}propyl)pyrrolidin-2-one (1.56 g, 3.66 mmol), ammonium hydroxide (24 mL), and dichloromethane (36 mL) at room temperature. After 16 hours, the layers were separated and the aqueous layer was extracted with dichloromethane (3×50 mL). The organic layers were combined, washed with water and saturated aqueous sodium chloride, dried over anhydrou... Reactants: CN(C=O)C (dimethylformamide), P(=O)(Cl)(Cl)Cl (phosphorus oxychloride), C1(=CC=CC=C1)N(C1=CC=CC=C1)C1=CC=CC=C1 (triphenylamine), CN(C=O)C (DMF), ice water, O=P(Cl)(Cl)Cl (POCl3), O=P(Cl)(Cl)Cl (POCl3), [OH-].[K+] (potassium hydroxide). Run at temperature 0 celsius. Product: C1(=CC=CC=C1)N(C1=CC=C(C=O)C=C1)C1=CC=CC=C1 (4-(diphenylamino)benzaldehyde). Yield: 72.0%. As a reaction SMILES: P(Cl)(Cl)(Cl)=O.[C:6]1([N:12]([C:19]2[CH:24]=[CH:23][CH:22]=[CH:21][CH:20]=2)[C:13]2[CH:18]=[CH:17][CH:16]=[CH:15][CH:14]=2)[CH:11]=[CH:10][CH:9]=[CH:8][CH:7]=1.[OH-].[K+].CN(C)[CH:29]=[O:30]>>[C:19]1([N:12]([C:6]2[CH:7]=[CH:8][CH:9]=[CH:10][CH:11]=2)[C:13]2[CH:18]=[CH:17][C:16]([CH:29]=[O:30])=[CH:15][CH:14]=2)[CH:20]=[CH:21][CH:22]=[CH:23][CH:24]=1 |f:2.3|. Procedure: 4-(Diphenylamino)benzaldehyde can be obtained commercially from a supplier, such as Aldrich, Milwauke, Wis. or Fluka, Buchs SG, Switzerland. It could also be prepared by the following procedure. Dry dimethylformamide (DMF, 4.73 ml, 0.0612 mol) was added to a 25 ml 3-neck round bottom flask equipped with a reflux condenser and a mechanical stirrer. After the flask was kept under nitrogen atmosphere and cooled to 0° C., phosphorus oxychloride (POCl3, 3.8 ml, 0.0408 mol) was added dropwise. The tem...